Dataset: the Open Reaction Database (ORD), a public repository of structured organic reaction records. Task: describe an organic reaction: reactants, conditions, products, and yield The reactants are FC(COC1=C(C(=O)Cl)C=C(C=N1)[N+](=O)[O-])F (2-(2,2-difluoro-ethoxy)-5-nitro-nicotinic acid chloride), TEA, CSC1=C(NC2=CC(=CC(=C21)Br)Br)SC (MC-6), 6b, ClC=1C=C(N)C=C(C1)F (3-chloro-5-fluoroaniline). Solvent: C(Cl)Cl (DCM). Product: ClC=1C=C(C=C(C1)F)NC(C1=C(N=CC(=C1)[N+](=O)[O-])OCC(F)F)=O (N-(3-Chloro-5-fluoro-phenyl)-2-(2,2-difluoro-ethoxy)-5-nitro-nicotinamide). As a reaction SMILES: [F:1][CH:2]([F:17])[CH2:3][O:4][C:5]1[N:13]=[CH:12][C:11]([N+:14]([O-:16])=[O:15])=[CH:10][C:6]=1[C:7](Cl)=[O:8].[Cl:18][C:19]1[CH:20]=[C:21]([CH:23]=[C:24]([F:26])[CH:25]=1)[NH2:22].CSC1C2C(=CC(Br)=CC=2Br)NC=1SC>C(Cl)Cl>[Cl:18][C:19]1[CH:20]=[C:21]([NH:22][C:7](=[O:8])[C:6]2[CH:10]=[C:11]([N+:14]([O-:16])=[O:15])[CH:12]=[N:13][C:5]=2[O:4][CH2:3][CH:2]([F:17])[F:1])[CH:23]=[C:24]([F:26])[CH:25]=1. Reported procedure: Prepared analogously to example 6c with 2-(2,2-difluoro-ethoxy)-5-nitro-nicotinic acid chloride (prepared analogously to 6b) (179 mg; 0.67 mmol); 3-chloro-5-fluoroaniline (98 mg; 0.67 mmol) and TEA (112 μL; 0.81 mmol) in 5 mL DCM. Yield: 230 mg (91%); MS: [m+H]+=376 (Cl isotope pattern); HPLC: Rt=2.35 min (Method MC-6) The reactants are C(N)(=N)NC(=S)N (amidinothiourea), ClC(C(=O)OCC)C=O (ethyl chloro-α-formylacetate), ClC(C(=O)OCC)C=O (ethyl chloro-α-formylacetate), ClC(C(=O)OCC)C=O (ethyl chloro-α-formylacetate). Solvent: C(C)O (ethanol). Yields the product Cl.N(C(=N)N)C=1SC(=CN1)C(=O)OCC (Ethyl 2-Guanidino-5-thiazolecarboxylate Hydrochloride). Isolated yield 41.5%. As a reaction SMILES: [C:1]([NH:4][C:5]([NH2:7])=[S:6])(=[NH:3])[NH2:2].[Cl:8][CH:9]([CH:15]=O)[C:10]([O:12][CH2:13][CH3:14])=[O:11]>C(O)C>[ClH:8].[NH:4]([C:5]1[S:6][C:9]([C:10]([O:12][CH2:13][CH3:14])=[O:11])=[CH:15][N:7]=1)[C:1]([NH2:2])=[NH:3] |f:3.4|. Reported procedure: A solution of amidinothiourea (117 g; 0.99 mole) and ethyl chloro-α-formylacetate (150 g; 1.0 mole) in 3.5 liters of absolute ethanol was stirred at ambient temperature for 18 hours and then heated at reflux temperature for 1 hour. At this time additional ethyl chloro-α-formylacetate (20.0 g; 0.13 mole) was added and 1 hour later another 20.0 g of ethyl chloro-α-formylacetate was added. After 2 hours of additional heating at reflux temperature, the reaction mixture was evaporated under reduced p... Reactants: CC(C)N1C(=O)C(Cl)=C(c2ccccc2)S1(=O)=O, N#CCCN1CCC(N)CC1, CN(C)C=O, O. Product: CC(C)N1C(=O)C(NC2CCN(CCC#N)CC2)=C(c2ccccc2)S1(=O)=O. As a reaction SMILES: [Cl:1][C:2]1=[C:6]([c:7]2[cH:8][cH:9][cH:10][cH:11][cH:12]2)[S:5](=[O:13])(=[O:14])[N:4]([CH:15]([CH3:16])[CH3:17])[C:3]1=[O:18].[NH2:19][CH:20]1[CH2:21][CH2:22][N:23]([CH2:26][CH2:27][C:28]#[N:29])[CH2:24][CH2:25]1.[O:31]=[CH:32][N:33]([CH3:34])[CH3:35].[OH2:30]>>[C:2]1([NH:19][CH:20]2[CH2:21][CH2:22][N:23]([CH2:26][CH2:27][C:28]#[N:29])[CH2:24][CH2:25]2)=[C:6]([c:7]2[cH:8][cH:9][cH:10][cH:11][cH:12]2)[S:5](=[O:13])(=[O:14])[N:4]([CH:15]([CH3:16])[CH3:17])[C:3]1=[O:18]. Reactants: CO, C=COCCONC(=O)c1ccc2cncn2c1Nc1ccc(Br)cc1F, Cl. Yields the product O=C(NOCCO)c1ccc2cncn2c1Nc1ccc(Br)cc1F. Reaction SMILES: [CH3:29][OH:30].[CH:1](=[CH2:2])[O:3][CH2:4][CH2:5][O:6][NH:7][C:8](=[O:9])[c:10]1[cH:11][cH:12][c:13]2[n:14]([c:15]1[NH:16][c:17]1[c:18]([F:24])[cH:19][c:20]([Br:23])[cH:21][cH:22]1)[cH:25][n:26][cH:27]2.[ClH:28]>>[OH:3][CH2:4][CH2:5][O:6][NH:7][C:8](=[O:9])[c:10]1[cH:11][cH:12][c:13]2[n:14]([c:15]1[NH:16][c:17]1[c:18]([F:24])[cH:19][c:20]([Br:23])[cH:21][cH:22]1)[cH:25][n:26][cH:27]2. Reactants: NC1[C@@H]2N(C(=C(CS2)CSC2=CN=NN2)C(=O)O)C1=O (7-amino-3-(1H-1,2,3-triazol-5-yl)thiomethyl-3-cephem-4-carboxylic acid), C[Si](C)(C)CC(=O)N (trimethylsilylacetamide), S1CCSC(=C1)C(C(=O)O)=NOC (2-(2,3-dihydro-1,4-dithiin-5-yl)-2-methoxyiminoacetic acid), P(=O)(Cl)(Cl)Cl (phosphoryl chloride). Solvent: C(C)(=O)OCC (ethyl acetate), CN(C=O)C (N,N-dimethylformamide). Yields the product S1CCSC(=C1)C(C(=O)NC1[C@@H]2N(C(=C(CS2)CSC2=CN=NN2)C(=O)O)C1=O)=NOC (7-[2-(2,3-dihydro-1,4-dithiin-5-yl)-2-methoxyiminoacetamido]-3-(1H-1,2,3-triazol-5-yl)thiomethyl-3-cephem-4-carboxylic acid). Isolated yield 71.7%. As a reaction SMILES: [NH2:1][CH:2]1[C:19](=[O:20])[N:4]2[C:5]([C:16]([OH:18])=[O:17])=[C:6]([CH2:9][S:10][C:11]3[NH:15][N:14]=[N:13][CH:12]=3)[CH2:7][S:8][C@H:3]12.C[Si](CC(N)=O)(C)C.[S:29]1[CH:34]=[C:33]([C:35](=[N:39][O:40][CH3:41])[C:36](O)=[O:37])[S:32][CH2:31][CH2:30]1.P(Cl)(Cl)(Cl)=O>C(OCC)(=O)C.CN(C)C=O>[S:29]1[CH:34]=[C:33]([C:35](=[N:39][O:40][CH3:41])[C:36]([NH:1][CH:2]2[C:19](=[O:20])[N:4]3[C:5]([C:16]([OH:18])=[O:17])=[C:6]([CH2:9][S:10][C:11]4[NH:15][N:14]=[N:13][CH:12]=4)[CH2:7][S:8][C@H:3]23)=[O:37])[S:32][CH2:31][CH2:30]1. Procedure details: A solution of 7-amino-3-(1H-1,2,3-triazol-5-yl)thiomethyl-3-cephem-4-carboxylic acid (1.57 g.) and trimethylsilylacetamide (4.6 g.) in ethyl acetate (20 ml.) and a mixture of 2-(2,3-dihydro-1,4-dithiin-5-yl)-2-methoxyiminoacetic acid (syn isomer, 1.1 g.), N,N-dimethylformamide (0.44 g.) and phosphoryl chloride (0.92 g.) were treated in a similar manner to that of Example 21 to give 7-[2-(2,3-dihydro-1,4-dithiin-5-yl)-2-methoxyiminoacetamido]-3-(1H-1,2,3-triazol-5-yl)thiomethyl-3-cephem-4-carboxy... Reactants: FC1=C(NCCCN2CCOCC2)C=CC(=C1)[N+](=O)[O-] (2-fluoro-N-(3-morpholinopropyl)-4-nitroaniline), CCOC(=O)C (EtOAc). The reagents and catalysts are [Pd] (Pd/C). The solvent is CO (MeOH). Reaction conditions: time 2 hour. Yields the product FC1=C(C=CC(=C1)N)NCCCN1CCOCC1 (2-fluoro-N1-(3-morpholinopropyl)benzene-1,4-diamine). As a reaction SMILES: [F:1][C:2]1[CH:17]=[C:16]([N+:18]([O-])=O)[CH:15]=[CH:14][C:3]=1[NH:4][CH2:5][CH2:6][CH2:7][N:8]1[CH2:13][CH2:12][O:11][CH2:10][CH2:9]1.CCOC(C)=O>[Pd].CO>[F:1][C:2]1[CH:17]=[C:16]([NH2:18])[CH:15]=[CH:14][C:3]=1[NH:4][CH2:5][CH2:6][CH2:7][N:8]1[CH2:13][CH2:12][O:11][CH2:10][CH2:9]1. Procedure: To a solution of 2-fluoro-N-(3-morpholinopropyl)-4-nitroaniline (1.78 g, 6.28 mmol) in mixed solvents of EtOAc (15 mL) and MeOH (15 mL) was added catalyst Pd/C (0.30 g). The reaction was stirred at rt under H2 for 2 h, then filtered. The filtrate was concentrated in vacuo to give the crude product for the next step without further purification. Starting materials: polyarylate, terephthalic acids, C1(=CC=CC=C1)OC1=CC=CC=C1 (diphenyl ether), OC1=CC=C(C=C1)C(C)(C)C1=CC=C(C=C1)O (bisphenol-A), C(C)(=O)OC(C)=O (acetic anhydride). The product is C(C)(=O)O.C(C)(=O)O.OC1=CC=C(C=C1)C(C)(C)C1=CC=C(C=C1)O (bisphenol-A diacetate). As a reaction SMILES: [OH:1][C:2]1[CH:7]=[CH:6][C:5]([C:8]([C:11]2[CH:16]=[CH:15][C:14]([OH:17])=[CH:13][CH:12]=2)([CH3:10])[CH3:9])=[CH:4][CH:3]=1.[C:18]([O:21]C(=O)C)(=[O:20])[CH3:19].C1(OC2C=CC=CC=2)C=CC=CC=1>>[C:18]([OH:21])(=[O:20])[CH3:19].[C:18]([OH:21])(=[O:20])[CH3:19].[OH:1][C:2]1[CH:3]=[CH:4][C:5]([C:8]([C:11]2[CH:12]=[CH:13][C:14]([OH:17])=[CH:15][CH:16]=2)([CH3:10])[CH3:9])=[CH:6][CH:7]=1 |f:3.4.5|. Reported procedure: This Example describes the preparation of a polyarylate polymer in a one-step process starting with bisphenol-A, acetic anhydride, isophthalic and terephthalic acids, and diphenyl ether without isolating the bisphenol-A diacetate. Starting materials: O=[N+]([O-])c1ccc(Oc2ccnc3cc(-c4cccc(O)c4)sc23)c(F)c1, OCCN1CCOCC1, C1CCOC1, c1ccc(P(c2ccccc2)c2ccccc2)cc1. The product is O=[N+]([O-])c1ccc(Oc2ccnc3cc(-c4cccc(OCCN5CCOCC5)c4)sc23)c(F)c1. Reaction SMILES: [F:1][c:2]1[c:3]([O:4][c:5]2[c:6]3[c:7]([n:8][cH:9][cH:10]2)[cH:11][c:12](-[c:14]2[cH:15][c:16]([OH:20])[cH:17][cH:18][cH:19]2)[s:13]3)[cH:21][cH:22][c:23]([N+:25](=[O:26])[O-:27])[cH:24]1.[O:28]1[CH2:29][CH2:30][N:31]([CH2:34][CH2:35][OH:36])[CH2:32][CH2:33]1.[O:56]1[CH2:57][CH2:58][CH2:59][CH2:60]1.[c:37]1([P:38]([c:39]2[cH:40][cH:41][cH:42][cH:43][cH:44]2)[c:45]2[cH:46][cH:47][cH:48][cH:49][cH:50]2)[cH:51][cH:52][cH:53][cH:54][cH:55]1>>[F:1][c:2]1[c:3]([O:4][c:5]2[c:6]3[c:7]([n:8][cH:9][cH:10]2)[cH:11][c:12](-[c:14]2[cH:15][c:16]([O:20][CH2:35][CH2:34][N:31]4[CH2:30][CH2:29][O:28][CH2:33][CH2:32]4)[cH:17][cH:18][cH:19]2)[s:13]3)[cH:21][cH:22][c:23]([N+:25](=[O:26])[O-:27])[cH:24]1.